From a dataset of the Open Reaction Database (ORD), a public repository of structured organic reaction records. describe an organic reaction: reactants, conditions, products, and yield The reactants are C1CCOC1, Cl, [Na+], [OH-], O, COC(=O)Cc1ccc2nc(-c3cccnc3)oc2c1. Yields the product O=C(O)Cc1ccc2nc(-c3cccnc3)oc2c1. RXN SMILES: [CH2:21]1[O:22][CH2:23][CH2:24][CH2:25]1.[ClH:28].[Na+:27].[OH-:26].[OH2:29].[n:1]1[cH:2][c:3](-[c:7]2[o:8][c:9]3[c:10]([n:11]2)[cH:12][cH:13][c:14]([CH2:16][C:17](=[O:18])[O:19][CH3:20])[cH:15]3)[cH:4][cH:5][cH:6]1>>[n:1]1[cH:2][c:3](-[c:7]2[o:8][c:9]3[c:10]([n:11]2)[cH:12][cH:13][c:14]([CH2:16][C:17](=[O:18])[OH:19])[cH:15]3)[cH:4][cH:5][cH:6]1.